Dataset: the Open Reaction Database (ORD), a public repository of structured organic reaction records. Task: describe an organic reaction: reactants, conditions, products, and yield Starting materials: solution, Cl (hydrogen chloride), C12(CC3CC(CC(C1)C3)C2)CCN(C(=O)NCCCC2=CC=NC=C2)CCN(C)C(=O)OC(C)(C)C (1-[2-(1-adamantyl)ethyl]-1-[2-[N-(t-butoxycarbonyl)-N-methylamino]ethyl]-3-[3-(4-pyridyl)propyl]urea). The solvent is CO (methanol), CO (Methanol). Yields the product Cl.Cl.C12(CC3CC(CC(C1)C3)C2)CCN(C(=O)NCCCC2=CC=NC=C2)CCNC (1-[2-(1-Adamantyl)ethyl]-1-(2-methylaminoethyl)-3-[3-(4-pyridyl)propyl]urea dihydrochloride). As a reaction SMILES: [C:1]12([CH2:11][CH2:12][N:13]([CH2:26][CH2:27][N:28](C(OC(C)(C)C)=O)[CH3:29])[C:14]([NH:16][CH2:17][CH2:18][CH2:19][C:20]3[CH:25]=[CH:24][N:23]=[CH:22][CH:21]=3)=[O:15])[CH2:10][CH:5]3[CH2:6][CH:7]([CH2:9][CH:3]([CH2:4]3)[CH2:2]1)[CH2:8]2.[ClH:37]>CO>[ClH:37].[ClH:37].[C:1]12([CH2:11][CH2:12][N:13]([CH2:26][CH2:27][NH:28][CH3:29])[C:14]([NH:16][CH2:17][CH2:18][CH2:19][C:20]3[CH:25]=[CH:24][N:23]=[CH:22][CH:21]=3)=[O:15])[CH2:8][CH:7]3[CH2:6][CH:5]([CH2:4][CH:3]([CH2:9]3)[CH2:2]1)[CH2:10]2 |f:3.4.5|. Reported procedure: Methanol (4.4 ml) was added to 1-[2-(1-adamantyl)ethyl]-1-[2-[N-(t-butoxycarbonyl)-N-methylamino]ethyl]-3-[3-(4-pyridyl)propyl]urea (Compound No. 1-26) (0.30 g, 0.6 mmol), a calcium chloride tube was attached to the vessel, and the mixture was stirred at room temperature. A 10% solution of hydrogen chloride in methanol (4.4 ml) was added to the mixture, the whole was stirred for one day, and the reaction mixture was concentrated under reduced pressure to give 0.30 g (quantitatively) of the title... Starting materials: [BH3-]C#N.[Na+] (NaBH3CN), ClC1=CC(=NC=N1)OC=1C=C2C=CNC2=CC1 (5-(6-chloro-pyrimidin-4-yloxy)-1H-indole), ice. The solvent is C(C)(=O)O (acetic acid). Conditions: time 1 hour. Product: ClC1=CC(=NC=N1)OC=1C=C2CCNC2=CC1 (5-(6-Chloro-pyrimidin-4-yloxy)-2,3-dihydro-1H-indole). As a reaction SMILES: [Cl:1][C:2]1[N:7]=[CH:6][N:5]=[C:4]([O:8][C:9]2[CH:10]=[C:11]3[C:15](=[CH:16][CH:17]=2)[NH:14][CH:13]=[CH:12]3)[CH:3]=1.[BH3-]C#N.[Na+]>C(O)(=O)C>[Cl:1][C:2]1[N:7]=[CH:6][N:5]=[C:4]([O:8][C:9]2[CH:10]=[C:11]3[C:15](=[CH:16][CH:17]=2)[NH:14][CH2:13][CH2:12]3)[CH:3]=1 |f:1.2|. Procedure: A solution of 246 mg (1.0 mMol) of 5-(6-chloro-pyrimidin-4-yloxy)-1H-indole (WO 03/099771; Stage 163.1) in 5.5 ml acetic acid is cooled to 10-15° C. Then 314 mg (5 mMol) NaBH3CN are added portionwise. After 1 h stirring, 9 g of ice are added and the mixture is concentrated partially in vacuo. The residue is dissolved in 25 ml 1 N NaOH and extracted three times with EtOAc. The organic layers are washed twice with water and brine, dried (Na2SO4) and concentrated at rt in vacuo: MS: [M+1]+=248; TLC... Reactants: O (water), [F-].[K+] (potassium fluoride), O (water), F\C(=C(/[Si](C)(C)C)\F)\C1=CC=C(C=C1)CCC ((Z)-1,2-difluoro-1-(4-n-propylphenyl)-2-trimethylsilylethylene). Solvent: C(C)#N (acetonitrile). Product: F\C(=C\F)\C1=CC=C(C=C1)CCC ((E)-1,2-difluoro-1-(4-propylphenyl)ethylene). The yield is 82.7%. Reaction SMILES: [F:1]/[C:2](/[C:9]1[CH:14]=[CH:13][C:12]([CH2:15][CH2:16][CH3:17])=[CH:11][CH:10]=1)=[C:3](/[F:8])\[Si](C)(C)C.[F-].[K+].O>C(#N)C>[F:1]/[C:2](/[C:9]1[CH:14]=[CH:13][C:12]([CH2:15][CH2:16][CH3:17])=[CH:11][CH:10]=1)=[CH:3]/[F:8] |f:1.2|. Procedure details: Then, 19.1 g (0.075 mol) of the obtained (Z)-1,2-difluoro-1-(4-n-propylphenyl)-2-trimethylsilylethylene was dissolved in 50 ml of acetonitrile, and then 8.70 g (0.15 mol) of potassium fluoride and 4.05 g (0.225 mol) of water were added thereto. The mixture was reacted for one hour at 70° C. The reaction mixture was cooled, and then 200 ml of water was added thereto. The mixture was extracted with methylene chloride. The organic layer was washed with a saturated sodium chloride aqueous solution a... Reactants: O=C1CCC(=O)N1Br, CN(C)C=O, N#Cc1ccc(F)cc1, N#Cc1ccc2[nH]ncc2c1. Yields the product N#Cc1ccc2[nH]nc(Br)c2c1. As a reaction SMILES: [Br:21][N:22]1[C:23](=[O:24])[CH2:25][CH2:26][C:27]1=[O:28].[CH3:29][N:30]([CH3:31])[CH:32]=[O:33].[F:12][c:13]1[cH:14][cH:15][c:16]([C:17]#[N:18])[cH:19][cH:20]1.[nH:1]1[n:2][cH:3][c:4]2[cH:5][c:6]([C:10]#[N:11])[cH:7][cH:8][c:9]12>>[nH:1]1[n:2][c:3]([Br:21])[c:4]2[cH:5][c:6]([C:10]#[N:11])[cH:7][cH:8][c:9]12. Reactants: C(O)([O-])=O.[Na+] (sodium hydrogen carbonate), C(CCCCCCCCCC)OC(=O)Cl (undecyloxycarbonyl chloride), C1(=CC=CC=C1)C (toluene), C1([C@@H](O)[C@H](O)[C@H](O1)CO)N1C(=O)N=C(N)C=C1 (arabinofuranosylcytosine), resultant solution. Run in CC(=O)N(C)C (dimethylacetamide). Run at time 3 hour. Product: C(CCCCCCCCCC)OC(=O)NC1=NC(N(C=C1)[C@H]1[C@@H](O)[C@H](O)[C@H](O1)CO)=O (N4-undecyloxycarbonyl-1-β-D-arabinofuranosylcytosine). Yield: 30.4%. RXN SMILES: [CH:1]1([N:10]2[CH:17]=[CH:16][C:14]([NH2:15])=[N:13][C:11]2=[O:12])[O:7][C@H:6]([CH2:8][OH:9])[C@@H:4]([OH:5])[C@@H:2]1[OH:3].C1(C)C=CC=CC=1.C(=O)([O-])O.[Na+].[CH2:30]([O:41][C:42](Cl)=[O:43])[CH2:31][CH2:32][CH2:33][CH2:34][CH2:35][CH2:36][CH2:37][CH2:38][CH2:39][CH3:40]>CC(N(C)C)=O>[CH2:30]([O:41][C:42]([NH:15][C:14]1[CH:16]=[CH:17][N:10]([C@@H:1]2[O:7][C@H:6]([CH2:8][OH:9])[C@@H:4]([OH:5])[C@@H:2]2[OH:3])[C:11](=[O:12])[N:13]=1)=[O:43])[CH2:31][CH2:32][CH2:33][CH2:34][CH2:35][CH2:36][CH2:37][CH2:38][CH2:39][CH3:40] |f:2.3|. Procedure details: In 130 ml of dimethylacetamide, 7.3 g of arabinofuranosylcytosine is dissolved and to the resultant solution is added 40 ml of a toluene solution containing 7.56 g of sodium hydrogen carbonate and 7.0 g of undecyloxycarbonyl chloride. The mixture is then stirred at room temperature for 3 hours. After the reaction is over, the solvent is removed under reduced pressure and ice-water is added to the residue, whereby the cyrstals are precipitated. The crystals are filtered and washed with water, fol... Reactants: [I-].[Na+] (sodium iodide), C([O-])([O-])=O.[Na+].[Na+] (sodium carbonate), ClC=1C=C2C(=CNC2=CC1)CCNC(C1=CC(=CC=C1)CCl)=O (N-(2-(5-chloro-1H-indol-3-yl)ethyl)-3-(chloromethyl)benzamide), B(C=1C=CC(=CC1)C)(O)O (p-tolylboronic acid). Reagents/catalysts: C=1C=CC(=CC1)[P](C=2C=CC=CC2)(C=3C=CC=CC3)[Pd]([P](C=4C=CC=CC4)(C=5C=CC=CC5)C=6C=CC=CC6)([P](C=7C=CC=CC7)(C=8C=CC=CC8)C=9C=CC=CC9)[P](C=1C=CC=CC1)(C=1C=CC=CC1)C=1C=CC=CC1 (tetrakis(triphenylphosphine)palladium(0)). The solvent is O (water), C(OC)COC (dimethoxyethane). The product is eluent, ClC=1C=C2C(=CNC2=CC1)CCNC(C1=CC(=CC=C1)CC1=CC=C(C=C1)C)=O (N-(2-(5-Chloro-1H-indol-3-yl)ethyl)-3-(4-methylbenzyl)benzamide). Yield: 53.0%. RXN SMILES: [Cl:1][C:2]1[CH:3]=[C:4]2[C:8](=[CH:9][CH:10]=1)[NH:7][CH:6]=[C:5]2[CH2:11][CH2:12][NH:13][C:14](=[O:23])[C:15]1[CH:20]=[CH:19][CH:18]=[C:17]([CH2:21]Cl)[CH:16]=1.B(O)(O)[C:25]1[CH:26]=[CH:27][C:28]([CH3:31])=[CH:29][CH:30]=1.C(=O)([O-])[O-].[Na+].[Na+].[I-].[Na+]>C(COC)OC.O.C1C=CC([P]([Pd]([P](C2C=CC=CC=2)(C2C=CC=CC=2)C2C=CC=CC=2)([P](C2C=CC=CC=2)(C2C=CC=CC=2)C2C=CC=CC=2)[P](C2C=CC=CC=2)(C2C=CC=CC=2)C2C=CC=CC=2)(C2C=CC=CC=2)C2C=CC=CC=2)=CC=1>[Cl:1][C:2]1[CH:3]=[C:4]2[C:8](=[CH:9][CH:10]=1)[NH:7][CH:6]=[C:5]2[CH2:11][CH2:12][NH:13][C:14](=[O:23])[C:15]1[CH:20]=[CH:19][CH:18]=[C:17]([CH2:21][C:25]2[CH:30]=[CH:29][C:28]([CH3:31])=[CH:27][CH:26]=2)[CH:16]=1 |f:2.3.4,5.6,^1:52,54,73,92|. Reported procedure: N-(2-(5-Chloro-1H-indol-3-yl)ethyl)-3-(4-methylbenzyl)benzamide was prepared according to method B with N-(2-(5-chloro-1H-indol-3-yl)ethyl)-3-(chloromethyl)benzamide (0.070 g; 0.202 mmol), p-tolylboronic acid (0.028 g; 0.205 mmol), tetrakis(triphenylphosphine)palladium(0) (0.012 g; 0.011 mmol), sodium carbonate (0.043 g; 0.403 mmol), sodium iodide (0.061 g; 0.403 mmol), in dimethoxyethane (3 mL) and water (1 mL), irradiated in a microwave oven at 130° C. for 15 minutes. Flash chromatography on s... Reactants: COCc1ccc(C(N)=O)c(N)n1, [Na+], [OH-], O=P(Cl)(Cl)Cl. The product is COCc1ccc(C#N)c(N)n1. As a reaction SMILES: [NH2:1][c:2]1[c:3]([C:4](=[O:5])[NH2:6])[cH:7][cH:8][c:9]([CH2:11][O:12][CH3:13])[n:10]1.[Na+:20].[OH-:19].[P:14]([Cl:15])([Cl:16])([Cl:17])=[O:18]>>[NH2:1][c:2]1[c:3]([C:4]#[N:6])[cH:7][cH:8][c:9]([CH2:11][O:12][CH3:13])[n:10]1. Reactants: CC(=O)OC(C)=O, CCOC(OCC)OCC, CCOC(=O)CC(=O)c1c(C)c(F)c(F)c(F)c1F. Product: CCOC=C(C(=O)OCC)C(=O)c1c(C)c(F)c(F)c(F)c1F. RXN SMILES: [CH3:30][C:31]([O:32][C:33](=[O:34])[CH3:35])=[O:36].[CH:20]([O:21][CH2:22][CH3:23])([O:24][CH2:25][CH3:26])[O:27][CH2:28][CH3:29].[F:1][c:2]1[c:3]([C:12]([CH2:13][C:14](=[O:15])[O:16][CH2:17][CH3:18])=[O:19])[c:4]([CH3:11])[c:5]([F:10])[c:6]([F:9])[c:7]1[F:8]>>[F:1][c:2]1[c:3]([C:12]([C:13]([C:14](=[O:15])[O:16][CH2:17][CH3:18])=[CH:20][O:21][CH2:22][CH3:23])=[O:19])[c:4]([CH3:11])[c:5]([F:10])[c:6]([F:9])[c:7]1[F:8]. The reactants are [H][H] (hydrogen), C(Cl)(Cl)Cl (CHCl3), C(C1=CC=CC=C1)OC(=O)C1=C(C2=C(OCC(O2)C(O[SiH2]C(C)(C)C)(C)C)C=C1)C (3-(tert-Butyl-dimethyl-silanyloxymethyl)-5-methyl-2,3-dihydro-benzo[1,4]dioxine-6-carboxylic acid benzyl ester), [H][H] (hydrogen). Reagents/catalysts: [Pd] (Pd on carbon). Run in C(Cl)Cl (CH2Cl2). Reaction conditions: time 3 hour. Yields the product C(C)(C)(C)[SiH2]OC(C1OC2=C(OC1)C=CC(=C2C)C(=O)O)(C)C (3-(tert-butyl-dimethyl-silanyloxymethyl)-5-methyl-2,3-dihydro-benzo[1,4]dioxine-6-carboxylic acid). Yield: 85.1%. RXN SMILES: C([O:8][C:9]([C:11]1[CH:29]=[CH:28][C:14]2[O:15][CH2:16][CH:17]([C:19]([CH3:27])([CH3:26])[O:20][SiH2:21][C:22]([CH3:25])([CH3:24])[CH3:23])[O:18][C:13]=2[C:12]=1[CH3:30])=[O:10])C1C=CC=CC=1.[H][H].C(Cl)(Cl)Cl>C(Cl)Cl.[Pd]>[C:22]([SiH2:21][O:20][C:19]([CH3:27])([CH3:26])[CH:17]1[CH2:16][O:15][C:14]2[CH:28]=[CH:29][C:11]([C:9]([OH:10])=[O:8])=[C:12]([CH3:30])[C:13]=2[O:18]1)([CH3:25])([CH3:23])[CH3:24]. Procedure: 9.63 g of 3-(tert-Butyl-dimethyl-silanyloxymethyl)-5-methyl-2,3-dihydro-benzo[1,4]dioxine-6-carboxylic acid benzyl ester was dissolved in ca. 125 mL of dry CH2Cl2. The solution was transferred to a Parr hydrogenation bottle, and 5 g of 5% Pd on carbon were added. The bottle was charged with hydrogen and shaken on a Pair hydrogenation apparatus for 3 hours; hydrogen uptake ceased after 2 hours, as indicated by pressure monitoring. 100 mL CHCl3 were added, and the Pd/C was filtered off after addin... Reactants: CC(=O)Cl, Cc1ccc(Sc2cccc(N)c2)c([N+](=O)[O-])c1, ClCCl. Yields the product CC(=O)Nc1cccc(Sc2ccc(C)cc2[N+](=O)[O-])c1. Reaction SMILES: [CH3:19][C:20]([Cl:21])=[O:22].[CH3:1][c:2]1[cH:3][c:4]([N+:16](=[O:17])[O-:18])[c:5]([S:8][c:9]2[cH:10][c:11]([NH2:15])[cH:12][cH:13][cH:14]2)[cH:6][cH:7]1.[Cl:23][CH2:24][Cl:25]>>[CH3:1][c:2]1[cH:3][c:4]([N+:16](=[O:17])[O-:18])[c:5]([S:8][c:9]2[cH:10][c:11]([NH:15][C:20]([CH3:19])=[O:22])[cH:12][cH:13][cH:14]2)[cH:6][cH:7]1.